describe an organic reaction: reactants, conditions, products, and yield From a dataset of the Open Reaction Database (ORD), a public repository of structured organic reaction records. Starting materials: CCOC(=O)c1cc(-c2ccccc2)c(C(F)(F)F)s1, CCO, [Li+], [OH-], O. Yields the product O=C(O)c1cc(-c2ccccc2)c(C(F)(F)F)s1. Reaction SMILES: [CH2:1]([CH3:2])[O:3][C:4](=[O:5])[c:6]1[s:7][c:8]([C:17]([F:18])([F:19])[F:20])[c:9](-[c:11]2[cH:12][cH:13][cH:14][cH:15][cH:16]2)[cH:10]1.[CH3:21][CH2:22][OH:23].[Li+:25].[OH-:24].[OH2:26]>>[O:3]=[C:4]([OH:5])[c:6]1[s:7][c:8]([C:17]([F:18])([F:19])[F:20])[c:9](-[c:11]2[cH:12][cH:13][cH:14][cH:15][cH:16]2)[cH:10]1. Reactants: C=CCC1(C)CC(c2cccc(Cl)c2)C(c2ccc(Cl)cc2)N(C(CC)C(O)CCCCO)C1=O, ClCCl, CCOC(=O)N=NC(=O)OCC, c1ccc(P(c2ccccc2)c2ccccc2)cc1. The product is C=CCC1(C)CC(c2cccc(Cl)c2)C(c2ccc(Cl)cc2)N(C(CC)C2CCCCO2)C1=O. Reaction SMILES: [CH2:1]([CH:2]=[CH2:3])[C:4]1([CH3:35])[C:5](=[O:34])[N:6]([CH:24]([CH2:25][CH3:26])[CH:27]([CH2:28][CH2:29][CH2:30][CH2:31][OH:32])[OH:33])[CH:7]([c:17]2[cH:18][cH:19][c:20]([Cl:23])[cH:21][cH:22]2)[CH:8]([c:10]2[cH:11][c:12]([Cl:16])[cH:13][cH:14][cH:15]2)[CH2:9]1.[Cl:67][CH2:68][Cl:69].[N:55]([C:56]([O:57][CH2:58][CH3:59])=[O:60])=[N:61][C:62]([O:63][CH2:64][CH3:65])=[O:66].[c:36]1([P:37]([c:38]2[cH:39][cH:40][cH:41][cH:42][cH:43]2)[c:44]2[cH:45][cH:46][cH:47][cH:48][cH:49]2)[cH:50][cH:51][cH:52][cH:53][cH:54]1>>[CH2:1]([CH:2]=[CH2:3])[C:4]1([CH3:35])[C:5](=[O:34])[N:6]([CH:24]([CH2:25][CH3:26])[CH:27]2[CH2:28][CH2:29][CH2:30][CH2:31][O:33]2)[CH:7]([c:17]2[cH:18][cH:19][c:20]([Cl:23])[cH:21][cH:22]2)[CH:8]([c:10]2[cH:11][c:12]([Cl:16])[cH:13][cH:14][cH:15]2)[CH2:9]1.